Dataset: the Open Reaction Database (ORD), a public repository of structured organic reaction records. Task: describe an organic reaction: reactants, conditions, products, and yield Reactants: C(C)OC(CN1C(C(C2=CC=CC=C12)(NC(=O)NC1=CC=C(C=C1)C)CC(=O)O)=O)OCC ((+)-1-(2,2-diethoxyethyl)-3-hydroxycarbonylmethyl-3-(N'-(4-methylphenyl)ureido)indolin-2-one), Cl.C(C)N=C=NCCCN(C)C (1-ethyl-3-(3-dimethylaminopropyl)carbodiimide hydrochloride), NC1=CC=C(C=C1)C (p-toluidine). Reagents/catalysts: CN(C1=CC=NC=C1)C (4-dimethylaminopyridine). Run in ClCCl (dichloromethane). Run at time 18 hour. Yields the product C(C)OC(CN1C(C(C2=CC=CC=C12)(NC(=O)NC1=CC=C(C=C1)C)CC(=O)NC1=CC=C(C=C1)C)=O)OCC ((+)-1-(2,2-Diethoxyethyl)-3-(4-methylphenyl)aminocarbonylmethyl-3-(N'-(4-methylphenyl)ureido)indolin-2-one). The yield is 116.5%. Reaction SMILES: [CH2:1]([O:3][CH:4]([O:31][CH2:32][CH3:33])[CH2:5][N:6]1[C:14]2[C:9](=[CH:10][CH:11]=[CH:12][CH:13]=2)[C:8]([CH2:26][C:27](O)=[O:28])([NH:15][C:16]([NH:18][C:19]2[CH:24]=[CH:23][C:22]([CH3:25])=[CH:21][CH:20]=2)=[O:17])[C:7]1=[O:30])[CH3:2].Cl.C(N=C=NCCCN(C)C)C.[NH2:46][C:47]1[CH:52]=[CH:51][C:50]([CH3:53])=[CH:49][CH:48]=1>ClCCl.CN(C)C1C=CN=CC=1>[CH2:32]([O:31][CH:4]([O:3][CH2:1][CH3:2])[CH2:5][N:6]1[C:14]2[C:9](=[CH:10][CH:11]=[CH:12][CH:13]=2)[C:8]([CH2:26][C:27]([NH:46][C:47]2[CH:52]=[CH:51][C:50]([CH3:53])=[CH:49][CH:48]=2)=[O:28])([NH:15][C:16]([NH:18][C:19]2[CH:20]=[CH:21][C:22]([CH3:25])=[CH:23][CH:24]=2)=[O:17])[C:7]1=[O:30])[CH3:33] |f:1.2|. Reported procedure: In 100 ml of dichloromethane was dissolved 2.8 g of (+)-1-(2,2-diethoxyethyl)-3-hydroxycarbonylmethyl-3-(N'-(4-methylphenyl)ureido)indolin-2-one, and 1.20 g of 4-dimethylaminopyridine, 1.90 g of 1-ethyl-3-(3-dimethylaminopropyl)carbodiimide hydrochloride, and 1.10 g of p-toluidine were successively added thereto. The mixture was stirred for 18 hours and concentrated. The concentrate was diluted with ethyl acetate, washed successively with dilute hydrochloric acid and saturated aqueous sodium hyd... Starting materials: C(C)OC(/C(=C/C1=CC(=C(C(=C1)C)OCCC=1N=C(OC1C)C1=CC=CC=C1)C)/OCC)=O (3-{3,5-dimethyl-4-[2-(5-methyl-2-phenyl-oxazol-4-yl)-ethoxy]-phenyl}-2Z-ethoxy-acrylic acid ethyl ester), CC=1C=C(C=O)C=C(C1OCCC=1N=C(OC1C)C1=CC=CC=C1)C (3,5-dimethyl-4-[2-(5-methyl-2-phenyl-oxazol-4-yl)-ethoxy]-benzaldehyde), [Cl-].C(C)OC(C(=O)OCC)[P+](C1=CC=CC=C1)(C1=CC=CC=C1)C1=CC=CC=C1 ((ethoxy-ethoxycarbonyl-methyl)-triphenyl-phosphonium chloride). Yields the product CC=1C=C(C=C(C1OCCC=1N=C(OC1C)C1=CC=CC=C1)C)\C=C(\C(=O)O)/OCC (3-{3,5-dimethyl-4-[2-(5-methyl-2-phenyl-oxazol-4-yl)-ethoxy]-phenyl}-2Z-ethoxy-acrylic acid). Reaction SMILES: C([O:3][C:4](=[O:33])/[C:5](/[O:30][CH2:31][CH3:32])=[CH:6]/[C:7]1[CH:12]=[C:11]([CH3:13])[C:10]([O:14][CH2:15][CH2:16][C:17]2[N:18]=[C:19]([C:23]3[CH:28]=[CH:27][CH:26]=[CH:25][CH:24]=3)[O:20][C:21]=2[CH3:22])=[C:9]([CH3:29])[CH:8]=1)C.CC1C=C(C=C(C)C=1OCCC1N=C(C2C=CC=CC=2)OC=1C)C=O.[Cl-].C(OC([P+](C1C=CC=CC=1)(C1C=CC=CC=1)C1C=CC=CC=1)C(OCC)=O)C>>[CH3:13][C:11]1[CH:12]=[C:7](/[CH:6]=[C:5](\[O:30][CH2:31][CH3:32])/[C:4]([OH:33])=[O:3])[CH:8]=[C:9]([CH3:29])[C:10]=1[O:14][CH2:15][CH2:16][C:17]1[N:18]=[C:19]([C:23]2[CH:24]=[CH:25][CH:26]=[CH:27][CH:28]=2)[O:20][C:21]=1[CH3:22] |f:2.3|. Reported procedure: In analogy to the procedure described in example 120 f], 3-{3,5-dimethyl-4-[2-(5-methyl-2-phenyl-oxazol-4-yl)-ethoxy]-phenyl}-2Z-ethoxy-acrylic acid ethyl ester {prepared from 3,5-dimethyl-4-[2-(5-methyl-2-phenyl-oxazol-4-yl)-ethoxy]-benzaldehyde (example 117) and (ethoxy-ethoxycarbonyl-methyl)-triphenyl-phosphonium chloride (K. K. Bach, H. R. El-Seedi, H. M. Jensen, H. B. Nielsen, I. Thomson, K. B. G. Torssell, Tetrahedron 1994, 50, 7543-7556) in analogy to the procedure described in example 11... The reactants are [N+](=O)([O-])C1=CC=C(C[C@H](N)C(=O)O)C=C1 (4-Nitrophenylalanine), Cl (HCl), CO (methanol). Conditions: time 18 hour. Yields the product Cl.COC([C@@H](N)CC1=CC=C(C=C1)[N+](=O)[O-])=O (4-Nitrophenylalanine methyl ester hydrochloride). The yield is 85.0%. Reaction SMILES: [N+:1]([C:4]1[CH:15]=[CH:14][C:7]([CH2:8][C@@H:9]([C:11]([OH:13])=[O:12])[NH2:10])=[CH:6][CH:5]=1)([O-:3])=[O:2].[ClH:16].[CH3:17]O>>[ClH:16].[CH3:17][O:12][C:11](=[O:13])[C@H:9]([CH2:8][C:7]1[CH:6]=[CH:5][C:4]([N+:1]([O-:3])=[O:2])=[CH:15][CH:14]=1)[NH2:10] |f:3.4|. Reported procedure: 4-Nitrophenylalanine (1) (24 mmol) was treated with methanol (100 ml) saturated with HCl (g) and left to stir at room temperature for 18 hours. The solution was concentrated by evaporating to ⅓ of original volume and the precipitate was collected and dried under vacuum for 18 hours. The yield was 85%.